This data is from the Open Reaction Database (ORD), a public repository of structured organic reaction records. The task is: describe an organic reaction: reactants, conditions, products, and yield Procedure details: [(2R)-3-{2-[2-Chloro-6-(cyclobutylamino)-5-fluoro-4-pyrimidinyl]hydrazino}-2-(cyclopentylmethyl)-3-oxopropyl][(phenylmethyl)oxy]formamide (0.055 g, 0.106 mmol) was dissolved in MeOH (5 mL) at room temperature. Pd(OH)2 (0.006 g) was added and the contents were stirred under a hydrogen balloon for 4 hours. The contents were filtered to remove the catalyst, and the filtrate was concentrated in vacuo. The above procedure was repeated 3 more times. Twice Pd(OH)2 (0.010 g) was used and the third time ... As a reaction SMILES: [Cl:1][C:2]1[N:7]=[C:6]([NH:8][NH:9][C:10](=[O:30])[C@H:11]([CH2:24][CH:25]2[CH2:29][CH2:28][CH2:27][CH2:26]2)[CH2:12][N:13]([O:16]CC2C=CC=CC=2)[CH:14]=[O:15])[C:5]([F:31])=[C:4]([NH:32][CH:33]2[CH2:36][CH2:35][CH2:34]2)[N:3]=1>CO.[OH-].[OH-].[Pd+2]>[Cl:1][C:2]1[N:7]=[C:6]([NH:8][NH:9][C:10](=[O:30])[C@H:11]([CH2:24][CH:25]2[CH2:29][CH2:28][CH2:27][CH2:26]2)[CH2:12][N:13]([OH:16])[CH:14]=[O:15])[C:5]([F:31])=[C:4]([NH:32][CH:33]2[CH2:36][CH2:35][CH2:34]2)[N:3]=1 |f:2.3.4|. The reagents and catalysts are [OH-].[OH-].[Pd+2] (Pd(OH)2). Isolated yield 11.0%. Reaction conditions: time 4 hour. The reactants are ClC1=NC(=C(C(=N1)NNC([C@@H](CN(C=O)OCC1=CC=CC=C1)CC1CCCC1)=O)F)NC1CCC1 ([(2R)-3-{2-[2-Chloro-6-(cyclobutylamino)-5-fluoro-4-pyrimidinyl]hydrazino}-2-(cyclopentylmethyl)-3-oxopropyl][(phenylmethyl)oxy]formamide). Run in CO (MeOH). Product: ClC1=NC(=C(C(=N1)NNC([C@@H](CN(C=O)O)CC1CCCC1)=O)F)NC1CCC1 ([(2R)-3-{2-[2-chloro-6-(cyclobutylamino)-5-fluoro-4-pyrimidinyl]hydrazino}-2-(cyclopentylmethyl)-3-oxopropyl]hydroxyformamide). Reactants: O=C([O-])[O-], COc1ccc(S(=O)(=O)NC(C)c2cc(F)ccc2-c2ccc(F)cc2F)c(OC)c1, CN(C)C=O, [K+], [K+]. Product: COc1ccc(S(=O)(=O)N2c3cc(F)ccc3-c3ccc(F)cc3C2C)c(OC)c1. As a reaction SMILES: [C:32](=[O:33])([O-:34])[O-:35].[CH3:1][O:2][c:3]1[c:4]([S:11](=[O:12])(=[O:13])[NH:14][CH:15]([CH3:16])[c:17]2[c:18](-[c:24]3[c:25]([F:31])[cH:26][c:27]([F:30])[cH:28][cH:29]3)[cH:19][cH:20][c:21]([F:23])[cH:22]2)[cH:5][cH:6][c:7]([O:9][CH3:10])[cH:8]1.[CH3:38][N:39]([CH3:40])[CH:41]=[O:42].[K+:36].[K+:37]>>[CH3:1][O:2][c:3]1[c:4]([S:11](=[O:12])(=[O:13])[N:14]2[CH:15]([CH3:16])[c:17]3[c:18]([cH:19][cH:20][c:21]([F:23])[cH:22]3)-[c:24]3[c:25]2[cH:26][c:27]([F:30])[cH:28][cH:29]3)[cH:5][cH:6][c:7]([O:9][CH3:10])[cH:8]1. Reactants: BrC1=CC(=C(C=C1)[N+](=O)[O-])F (4-bromo-2-fluoro-1-nitrobenzene), CN (methylamine). The solvent is C(C)O (ethanol). Conditions: temperature 0 celsius, time 1 hour. Product: BrC=1C=CC(=C(NC)C1)[N+](=O)[O-] (5-Bromo-N-methyl-2-nitroaniline). RXN SMILES: [Br:1][C:2]1[CH:7]=[CH:6][C:5]([N+:8]([O-:10])=[O:9])=[C:4](F)[CH:3]=1.[CH3:12][NH2:13]>C(O)C>[Br:1][C:2]1[CH:7]=[CH:6][C:5]([N+:8]([O-:10])=[O:9])=[C:4]([CH:3]=1)[NH:13][CH3:12]. Procedure details: To a solution of 4-bromo-2-fluoro-1-nitrobenzene (25 g) in ethanol (100 mL) was added methylamine (40% in methanol, 34.8 mL) at room temperature, and the mixture was stirred for 1 hr. The obtained mixture was cooled to 0° C., and the resulting precipitate was collected by filtration and washed with ice-cooled ethanol and diisopropyl ether. The obtained solid was dried to give the title compound (24.8 g) as a yellow solid.